Dataset: the Open Reaction Database (ORD), a public repository of structured organic reaction records. Task: describe an organic reaction: reactants, conditions, products, and yield The reactants are C(CCC)N1C(=O)C(=O)C2=CC=C(C=C12)OC (1-butyl-6-methoxy-isatin), C(C1=CC=CC=C1)(=O)NN (benzhydrazide). Product: C(CCC)N1C(\C(\C2=CC=C(C=C12)OC)=N/NC(C1=CC=CC=C1)=O)=O (N′-[(3Z)-1-butyl-6-methoxy-2-oxo-1,2-dihydro-3H-indol-3-ylidene]benzohydrazide). As a reaction SMILES: [CH2:1]([N:5]1[C:15]2[C:10](=[CH:11][CH:12]=[C:13]([O:16][CH3:17])[CH:14]=2)[C:8](=O)[C:6]1=[O:7])[CH2:2][CH2:3][CH3:4].[C:18]([NH:26][NH2:27])(=[O:25])[C:19]1[CH:24]=[CH:23][CH:22]=[CH:21][CH:20]=1>>[CH2:1]([N:5]1[C:15]2[C:10](=[CH:11][CH:12]=[C:13]([O:16][CH3:17])[CH:14]=2)/[C:8](=[N:27]/[NH:26][C:18](=[O:25])[C:19]2[CH:24]=[CH:23][CH:22]=[CH:21][CH:20]=2)/[C:6]1=[O:7])[CH2:2][CH2:3][CH3:4]. Reported procedure: The title compound was prepared as a yellow solid, using 1-butyl-6-methoxy-isatin and benzhydrazide according to the synthetic method E. NMR (CDCl3): δ 0.98 (t, 3H), 1.38 to 1.45 (m, 4H), 1.67-1.73 (m, 2H), 3.73 (t, 2H), 3.87 (s, 3H), 6.44 (d, 1H), 6.64 (dd, 1H), 7.51 (t, 2H), 7.59 (t, 1H), 7.80 (d, 1H), 8.00 (d, 1H), 13.97 (br s, 1H). The reactants are C(C)(=O)OC(C(Cl)(Cl)Cl)C1C=CCCCCCCCCC1 (1-(2-cyclododecen-1-yl)-2,2,2-trichloroethyl acetate), O=O (oxygen), cupric chloride dihydrate, O.N1=CC=CC2=CC=C3C=CC=NC3=C12 (1,10-phenanthroline hydrate), [Na] (sodium). Run in CO (methanol), Cl (hydrochloric acid), CO (methanol). Yields the product C1(C=CCCCCCCCCC1)C(=O)OC (methyl 2-cyclododecene-1-carboxylate). Isolated yield 56.0%. RXN SMILES: [O:1]=O.[C:3]([O:6][CH:7]([CH:12]1[CH2:23][CH2:22][CH2:21][CH2:20][CH2:19][CH2:18][CH2:17][CH2:16][CH2:15][CH:14]=[CH:13]1)C(Cl)(Cl)Cl)(=O)C.O.N1C2C(=CC=C3C=2N=CC=C3)C=CC=1.[Na]>CO.Cl>[CH:12]1([C:7]([O:6][CH3:3])=[O:1])[CH2:23][CH2:22][CH2:21][CH2:20][CH2:19][CH2:18][CH2:17][CH2:16][CH2:15][CH:14]=[CH:13]1 |f:2.3,^1:38|. Procedure: A stream of dry oxygen was passed through a stirred solution (heated at 30°-35° C.) of 1-(2-cyclododecen-1-yl)-2,2,2-trichloroethyl acetate (12 g; 35 m. moles) in methanol (10 ml) and a solution of cupric chloride dihydrate (0.19 g; 1.1 m. moles) and 1,10-phenanthroline hydrate (0.56 g; 2.85 m. moles) in methanol (45 ml) in which sodium (1.39 g; 6.0 m. moles) had been dissolved was added portionwise over a period of 225 minutes. The mixture was then diluted with dilute hydrochloric acid (100 ml)...